describe an organic reaction: reactants, conditions, products, and yield From a dataset of the Open Reaction Database (ORD), a public repository of structured organic reaction records. Starting materials: CCOC(C)=O, CC(O)C=Cc1ccc(-c2ccccc2F)cc1. The product is CC(O)CCc1ccc(-c2ccccc2F)cc1. Reaction SMILES: [CH3:19][CH2:20][O:21][C:22](=[O:23])[CH3:24].[F:1][c:2]1[c:3](-[c:8]2[cH:9][cH:10][c:11]([CH:14]=[CH:15][CH:16]([CH3:17])[OH:18])[cH:12][cH:13]2)[cH:4][cH:5][cH:6][cH:7]1>>[F:1][c:2]1[c:3](-[c:8]2[cH:9][cH:10][c:11]([CH2:14][CH2:15][CH:16]([CH3:17])[OH:18])[cH:12][cH:13]2)[cH:4][cH:5][cH:6][cH:7]1. Starting materials: C([O-])([O-])=O.[K+].[K+] (Potassium carbonate), C(C1=CC=CC=C1)OC1=CC(NC=C1)=O (4-benzyloxy-2(1H)-pyridone), FC1=CC=C(C#N)C=C1 (4-fluorobenzonitrile). Solvent: O (H2O), CS(=O)C (dimethyl sulfoxide). Conditions: temperature 100 celsius, time 20 hour. The product is C(C1=CC=CC=C1)OC1=CC(N(C=C1)C1=CC=C(C#N)C=C1)=O (4-[4-(benzyloxy)-2-oxopyridin-1(2H)-yl]benzonitrile). Isolated yield 74.0%. As a reaction SMILES: [CH2:1]([O:8][C:9]1[CH:14]=[CH:13][NH:12][C:11](=[O:15])[CH:10]=1)[C:2]1[CH:7]=[CH:6][CH:5]=[CH:4][CH:3]=1.C(=O)([O-])[O-].[K+].[K+].F[C:23]1[CH:30]=[CH:29][C:26]([C:27]#[N:28])=[CH:25][CH:24]=1>CS(C)=O.O>[CH2:1]([O:8][C:9]1[CH:14]=[CH:13][N:12]([C:23]2[CH:30]=[CH:29][C:26]([C:27]#[N:28])=[CH:25][CH:24]=2)[C:11](=[O:15])[CH:10]=1)[C:2]1[CH:3]=[CH:4][CH:5]=[CH:6][CH:7]=1 |f:1.2.3|. Procedure: 4-benzyloxy-2(1H)-pyridone (50.0 g, 248.47 mmol) was dissolved in dimethyl sulfoxide (300 mL). Potassium carbonate (68.68 g, 496.94 mmol) was added, followed by 4-fluorobenzonitrile (31.60 g, 260.89 mmol). The reaction was stirred at 100° C. for 20 hours. After cooling to room temperature the reaction was diluted with H2O (600 mL) and the solids were collected by filtration washing with diethyl ether. The solids were then washed with hot methanol to provide a tan solid (55.6 g, 74%). 1H NMR (300... The reactants are NC1=C(C(=C(C(=O)OCC)C(=C1)CC)NC(=O)OCC)C (ethyl 4-amino-2-ethoxycarbonylamino-6-ethyl-3-methyl-benzoate), C(C)(=O)OCC (ethyl acetate), C([O-])(O)=O.[Na+] (sodium bicarbonate), ice. The solvent is S(O)(O)(=O)=O (sulphuric acid). The product is NC1=C(C2=C(C(OC(=N2)OCC)=O)C(=C1)CC)C (7-amino-2-ethoxy-5-ethyl-8-methyl-4H-3,1-benzoxazin-4-one). Isolated yield 59.3%. As a reaction SMILES: [NH2:1][C:2]1[CH:12]=[C:11]([CH2:13][CH3:14])[C:5]([C:6](OCC)=[O:7])=[C:4]([NH:15][C:16]([O:18][CH2:19][CH3:20])=[O:17])[C:3]=1[CH3:21].C(OCC)(=O)C.C(=O)(O)[O-].[Na+]>S(=O)(=O)(O)O>[NH2:1][C:2]1[CH:12]=[C:11]([CH2:13][CH3:14])[C:5]2[C:6](=[O:7])[O:17][C:16]([O:18][CH2:19][CH3:20])=[N:15][C:4]=2[C:3]=1[CH3:21] |f:2.3|. Reported procedure: A solution of ethyl 4-amino-2-ethoxycarbonylamino-6-ethyl-3-methyl-benzoate (20 mg) in concentrated sulphuric acid (3 ml) was stirred at room temperature for 4 hrs. The solution was added dropwise to an ice-cold stirred mixture of ethyl acetate and saturated sodium bicarbonate solution. After neutralization, the mixture was extracted with ethyl acetate. The organic extract was dried over magnesium sulphate and evaporated to give a solid. This material is further purified by thick layer chromatog... Reactants: CCOCC, ClCCl, OCc1ccc(C(F)(F)F)nc1, [Na+], [OH-]. The product is O=Cc1ccc(C(F)(F)F)nc1. Reaction SMILES: [CH3:16][CH2:17][O:18][CH2:19][CH3:20].[Cl:13][CH2:14][Cl:15].[F:1][C:2]([c:3]1[cH:4][cH:5][c:6]([CH2:9][OH:10])[cH:7][n:8]1)([F:11])[F:12].[Na+:22].[OH-:21]>>[F:1][C:2]([c:3]1[cH:4][cH:5][c:6]([CH:9]=[O:10])[cH:7][n:8]1)([F:11])[F:12]. The reactants are C(C)(=O)C1=CC=CC=C1 (acetophenone), ClC1=C(N)C=CC=C1 (2-chloroaniline), C1=CC=CC=C1 (benzene). Run in O (water). Product: ClC1=C(N=C(C2=CC=CC=C2)C)C=CC=C1 (o-Chloro-N-(α-methyl benzylidene) aniline). As a reaction SMILES: [C:1]([C:4]1[CH:9]=[CH:8][CH:7]=[CH:6][CH:5]=1)(=O)[CH3:2].[Cl:10][C:11]1[CH:17]=[CH:16][CH:15]=[CH:14][C:12]=1[NH2:13].C1C=CC=CC=1>O>[Cl:10][C:11]1[CH:17]=[CH:16][CH:15]=[CH:14][C:12]=1[N:13]=[C:1]([CH3:2])[C:4]1[CH:9]=[CH:8][CH:7]=[CH:6][CH:5]=1. Reported procedure: A solution of acetophenone (130 ml), 2-chloroaniline (130 ml) and benzene (200 ml) was refluxed in the presence of molecular sieve with continuous removal of water. o-Chloro-N-(α-methyl benzylidene) aniline (XXI) was obtained by fractional distillation. XXI had a boiling point of 111° C. at 0.1 millimeter. Reactants: O (Water), [H-].[Na+] (Sodium hydride), N1C=CC2=CC(=CC=C12)C(=O)OCC1=CC=CC=C1 (benzyl 1H-indole-5-carboxylate), CC(C(=O)Cl)(C)C (2,2-Dimethylpropionyl chloride). Run in CN(C=O)C (N,N-dimethylformamide). Run at time 30 minute. Yields the product CC(C(=O)N1C=CC2=CC(=CC=C12)C(=O)OCC1=CC=CC=C1)(C)C (benzyl 1-(2,2-dimethylpropionyl)-1H-indole-5-carboxylate). Yield: 86.9%. Reaction SMILES: [H-].[Na+].[NH:3]1[C:11]2[C:6](=[CH:7][C:8]([C:12]([O:14][CH2:15][C:16]3[CH:21]=[CH:20][CH:19]=[CH:18][CH:17]=3)=[O:13])=[CH:9][CH:10]=2)[CH:5]=[CH:4]1.[CH3:22][C:23]([CH3:28])([CH3:27])[C:24](Cl)=[O:25].O>CN(C)C=O>[CH3:22][C:23]([CH3:28])([CH3:27])[C:24]([N:3]1[C:11]2[C:6](=[CH:7][C:8]([C:12]([O:14][CH2:15][C:16]3[CH:17]=[CH:18][CH:19]=[CH:20][CH:21]=3)=[O:13])=[CH:9][CH:10]=2)[CH:5]=[CH:4]1)=[O:25] |f:0.1|. Procedure details: Sodium hydride (53 mg) was added to a solution of benzyl 1H-indole-5-carboxylate (276 mg) in N,N-dimethylformamide (2 ml) with ice cooling, and the mixture was stirred for 30 minutes. 2,2-Dimethylpropionyl chloride (162 mg) was added thereto, and the mixture was stirred for 2 hours. Water was added thereto, and the aqueous phase was neutralized, extracted with dichloromethane, and the extract was dried over sodium sulfate anhydrous. The resulting product was concentrated under reduced pressure t... Reaction SMILES: [C:34]([OH:35])(=[O:36])[CH3:37].[CH3:1][O:2][C:3](=[O:4])[c:5]1[s:6][c:7](-[c:20]2[cH:21][c:22]([NH2:26])[cH:23][cH:24][cH:25]2)[c:8]([Br:19])[c:9]1[O:10][CH2:11][C:12](=[O:13])[O:14][C:15]([CH3:16])([CH3:17])[CH3:18].[O:27]=[C:28]1[CH2:29][CH2:30][CH2:31][CH2:32][CH2:33]1>>[CH3:1][O:2][C:3](=[O:4])[c:5]1[s:6][c:7](-[c:20]2[cH:21][c:22]([NH:26][CH:28]3[CH2:29][CH2:30][CH2:31][CH2:32][CH2:33]3)[cH:23][cH:24][cH:25]2)[c:8]([Br:19])[c:9]1[O:10][CH2:11][C:12](=[O:13])[O:14][C:15]([CH3:16])([CH3:17])[CH3:18]. Starting materials: CC(=O)O, COC(=O)c1sc(-c2cccc(N)c2)c(Br)c1OCC(=O)OC(C)(C)C, O=C1CCCCC1. Yields the product COC(=O)c1sc(-c2cccc(NC3CCCCC3)c2)c(Br)c1OCC(=O)OC(C)(C)C. Starting materials: [Al+3], Cc1ccccc1, [H-], [H-], [H-], [H-], [Li+], OCCN1CCNCC1, C1CCOC1, O, O=S(Cl)Cl, c1ccncc1, O=C(O)C=Cc1ccco1. Yields the product OCCN1CCN(CC=Cc2ccco2)CC1. RXN SMILES: [Al+3:25].[CH3:30][c:31]1[cH:32][cH:33][cH:34][cH:35][cH:36]1.[H-:24].[H-:27].[H-:28].[H-:29].[Li+:26].[N:15]1([CH2:21][CH2:22][OH:23])[CH2:16][CH2:17][NH:18][CH2:19][CH2:20]1.[O:43]1[CH2:44][CH2:45][CH2:46][CH2:47]1.[OH2:48].[S:11]([Cl:12])([Cl:13])=[O:14].[cH:37]1[cH:38][cH:39][n:40][cH:41][cH:42]1.[o:1]1[c:2]([CH:6]=[CH:7][C:8]([OH:9])=[O:10])[cH:3][cH:4][cH:5]1>>[o:1]1[c:2]([CH:6]=[CH:7][CH2:8][N:18]2[CH2:17][CH2:16][N:15]([CH2:21][CH2:22][OH:23])[CH2:20][CH2:19]2)[cH:3][cH:4][cH:5]1. Reactants: COC1=C(CC2=NNC3=C2C(N(C=2N=CC=CC32)C3=CC=CC=C3)=O)C=CC=C1 (3-(2-methoxybenzyl)-5-phenyl-1H-pyrazolo[4,3-c][1,8]naphthyridin-4 (5H)-one), Br (hydrogen bromide), Br (hydrogen bromide), O (water). The solvent is C(C)(=O)O (acetic acid), C(C)(=O)O (acetic acid). Yields the product OC1=C(CC2=NNC3=C2C(N(C=2N=CC=CC32)C3=CC=CC=C3)=O)C=CC=C1 (3-(2-hydroxybenzyl)-5-phenyl-1H-pyrazolo[4,3-c][1,8]-naphthyridin-4 (5H)-one). Yield: 64.7%. As a reaction SMILES: C[O:2][C:3]1[CH:29]=[CH:28][CH:27]=[CH:26][C:4]=1[CH2:5][C:6]1[C:10]2[C:11](=[O:25])[N:12]([C:19]3[CH:24]=[CH:23][CH:22]=[CH:21][CH:20]=3)[C:13]3[N:14]=[CH:15][CH:16]=[CH:17][C:18]=3[C:9]=2[NH:8][N:7]=1.Br.O>C(O)(=O)C>[OH:2][C:3]1[CH:29]=[CH:28][CH:27]=[CH:26][C:4]=1[CH2:5][C:6]1[C:10]2[C:11](=[O:25])[N:12]([C:19]3[CH:24]=[CH:23][CH:22]=[CH:21][CH:20]=3)[C:13]3[N:14]=[CH:15][CH:16]=[CH:17][C:18]=3[C:9]=2[NH:8][N:7]=1. Procedure: To a solution of 3-(2-methoxybenzyl)-5-phenyl-1H-pyrazolo[4,3-c][1,8]naphthyridin-4 (5H)-one (50 mg, 0.13 mmol, prepared in Example 22) in acetic acid (1 ml) was added 47% hydrogen bromide (0.5 ml), and the mixture was heated under reflux. After additional 47% hydrogen bromide (1 ml) and acetic acid (1 ml) was added, the mixture was heated under reflux for 2 days, then admixed with water, filtered to give precipitates which were dried to afford 3-(2-hydroxybenzyl)-5-phenyl-1H-pyrazolo[4,3-c][1,8... Reactants: COc1ccc(CN2CCC(CNC(=O)OC(C)(C)C)(c3ccccc3)CC2)cc1, CC(Cl)OC(=O)Cl, ClCCl. Yields the product CC(Cl)OC(=O)N1CCC(CNC(=O)OC(C)(C)C)(c2ccccc2)CC1. RXN SMILES: [C:1]([CH3:2])([CH3:3])([CH3:4])[O:5][C:6]([NH:7][CH2:8][C:9]1([c:24]2[cH:25][cH:26][cH:27][cH:28][cH:29]2)[CH2:10][CH2:11][N:12]([CH2:15][c:16]2[cH:17][cH:18][c:19]([O:20][CH3:21])[cH:22][cH:23]2)[CH2:13][CH2:14]1)=[O:30].[Cl:31][C:32](=[O:33])[O:34][CH:35]([CH3:36])[Cl:37].[Cl:38][CH2:39][Cl:40]>>[C:1]([CH3:2])([CH3:3])([CH3:4])[O:5][C:6]([NH:7][CH2:8][C:9]1([c:24]2[cH:25][cH:26][cH:27][cH:28][cH:29]2)[CH2:10][CH2:11][N:12]([C:32](=[O:33])[O:34][CH:35]([CH3:36])[Cl:37])[CH2:13][CH2:14]1)=[O:30].